This data is from the Open Reaction Database (ORD), a public repository of structured organic reaction records. The task is: describe an organic reaction: reactants, conditions, products, and yield Starting materials: O=C(CBr)c1ccccc1, CN(C)C=O, Cn1c(C(F)(F)F)cc(=O)n(-c2cc(O)c(Cl)cc2F)c1=O, [H-], [Na+]. Yields the product Cn1c(C(F)(F)F)cc(=O)n(-c2cc(OCC(=O)c3ccccc3)c(Cl)cc2F)c1=O. As a reaction SMILES: [Br:23][CH2:24][C:25](=[O:26])[c:27]1[cH:28][cH:29][cH:30][cH:31][cH:32]1.[CH3:35][N:36]([CH3:37])[CH:38]=[O:39].[Cl:1][c:2]1[cH:3][c:4]([F:22])[c:5](-[n:9]2[c:10](=[O:21])[n:11]([CH3:20])[c:12]([C:16]([F:17])([F:18])[F:19])[cH:13][c:14]2=[O:15])[cH:6][c:7]1[OH:8].[H-:33].[Na+:34]>>[Cl:1][c:2]1[cH:3][c:4]([F:22])[c:5](-[n:9]2[c:10](=[O:21])[n:11]([CH3:20])[c:12]([C:16]([F:17])([F:18])[F:19])[cH:13][c:14]2=[O:15])[cH:6][c:7]1[O:8][CH2:24][C:25](=[O:26])[c:27]1[cH:28][cH:29][cH:30][cH:31][cH:32]1.